This data is from the Open Reaction Database (ORD), a public repository of structured organic reaction records. The task is: describe an organic reaction: reactants, conditions, products, and yield Starting materials: Br.Br.CN1CCC(=CC1)C=1C=NC2=CC=CC=C2C1 (3-(1-Methyl-1,2,3,6-tetrahydropyrid-4-yl)quinoline dihydrobromide), Cl (hydrogen chloride). Yields the product Cl.N1CCC(=CC1)C=1C=NC2=CC=CC=C2C1 (3-(1,2,3,6-Tetrahydropyrid-4-yl)quinoline hydrochloride). RXN SMILES: Br.Br.C[N:4]1[CH2:9][CH:8]=[C:7]([C:10]2[CH:11]=[N:12][C:13]3[C:18]([CH:19]=2)=[CH:17][CH:16]=[CH:15][CH:14]=3)[CH2:6][CH2:5]1.[ClH:20]>>[ClH:20].[NH:4]1[CH2:5][CH:6]=[C:7]([C:10]2[CH:11]=[N:12][C:13]3[C:18]([CH:19]=2)=[CH:17][CH:16]=[CH:15][CH:14]=3)[CH2:8][CH2:9]1 |f:0.1.2,4.5|. Procedure: This product was prepared from the compound of Example 7 and using the procedure described in Stages A and B of Example 6. The compound obtained was converted to a salt using an alcoholic solution of hydrogen chloride. Starting materials: C1CCOC1, ClCCl, CO, CCOC(=O)N=NC(=O)OCC, O=C(O)c1ccccc1, OC1CC2CN(c3ncc(F)cn3)CCN2C1, c1ccc(P(c2ccccc2)c2ccccc2)cc1. The product is O=C(OC1CC2CN(c3ncc(F)cn3)CCN2C1)c1ccccc1. Reaction SMILES: [CH2:58]1[O:59][CH2:60][CH2:61][CH2:62]1.[CH2:65]([Cl:66])[Cl:67].[CH3:63][OH:64].[O:46]=[C:47]([O:48][CH2:49][CH3:50])[N:51]=[N:52][C:53]([O:54][CH2:55][CH3:56])=[O:57].[OH:18][C:19](=[O:20])[c:21]1[cH:22][cH:23][cH:24][cH:25][cH:26]1.[OH:1][CH:2]1[CH2:3][CH:4]2[N:5]([CH2:6][CH2:7][N:8]([c:10]3[n:11][cH:12][c:13]([F:16])[cH:14][n:15]3)[CH2:9]2)[CH2:17]1.[c:27]1([P:28]([c:29]2[cH:30][cH:31][cH:32][cH:33][cH:34]2)[c:35]2[cH:36][cH:37][cH:38][cH:39][cH:40]2)[cH:41][cH:42][cH:43][cH:44][cH:45]1>>[O:1]([CH:2]1[CH2:3][CH:4]2[N:5]([CH2:6][CH2:7][N:8]([c:10]3[n:11][cH:12][c:13]([F:16])[cH:14][n:15]3)[CH2:9]2)[CH2:17]1)[C:19](=[O:18])[c:21]1[cH:22][cH:23][cH:24][cH:25][cH:26]1. Reactants: C1CCOC1, CCN(C(C)C)C(C)C, CC1(C)Cc2c(c(C(=O)O)cc3nc(Nc4c(F)cccc4Cl)[nH]c23)O1, Nc1ccc(OC(F)F)nc1, O=S(Cl)Cl. The product is CC1(C)Cc2c(c(C(=O)Nc3ccc(OC(F)F)nc3)cc3nc(Nc4c(F)cccc4Cl)[nH]c23)O1. Reaction SMILES: [CH2:51]1[O:52][CH2:53][CH2:54][CH2:55]1.[CH:42]([N:43]([CH2:44][CH3:45])[CH:46]([CH3:47])[CH3:48])([CH3:49])[CH3:50].[Cl:1][c:2]1[c:3]([NH:9][c:10]2[nH:11][c:12]3[c:13]([n:14]2)[cH:15][c:16]([C:24](=[O:25])[OH:26])[c:17]2[c:18]3[CH2:19][C:20]([CH3:22])([CH3:23])[O:21]2)[c:4]([F:8])[cH:5][cH:6][cH:7]1.[F:31][CH:32]([O:33][c:34]1[cH:35][cH:36][c:37]([NH2:40])[cH:38][n:39]1)[F:41].[S:27]([Cl:28])([Cl:29])=[O:30]>>[Cl:1][c:2]1[c:3]([NH:9][c:10]2[nH:11][c:12]3[c:13]([n:14]2)[cH:15][c:16]([C:24](=[O:25])[NH:40][c:37]2[cH:36][cH:35][c:34]([O:33][CH:32]([F:31])[F:41])[n:39][cH:38]2)[c:17]2[c:18]3[CH2:19][C:20]([CH3:22])([CH3:23])[O:21]2)[c:4]([F:8])[cH:5][cH:6][cH:7]1.